This data is from the Open Reaction Database (ORD), a public repository of structured organic reaction records. The task is: describe an organic reaction: reactants, conditions, products, and yield Starting materials: Brc1ccc(CCNc2ncnc3nccnc23)cc1, COCCOC, OB(O)c1ccc(F)nc1, [Na+], O=C([O-])O, Cl[Pd]Cl, c1ccc(P(c2ccccc2)c2ccccc2)cc1, c1ccc(P(c2ccccc2)c2ccccc2)cc1. The product is Fc1ccc(-c2ccc(CCNc3ncnc4nccnc34)cc2)cn1. As a reaction SMILES: [Br:1][c:2]1[cH:3][cH:4][c:5]([CH2:8][CH2:9][NH:10][c:11]2[n:12][cH:13][n:14][c:15]3[n:16][cH:17][cH:18][n:19][c:20]23)[cH:6][cH:7]1.[CH3:77][O:78][CH2:79][CH2:80][O:81][CH3:82].[F:21][c:22]1[n:23][cH:24][c:25]([B:28]([OH:29])[OH:30])[cH:26][cH:27]1.[Na+:35].[O-:31][C:32]([OH:33])=[O:34].[Pd:36]([Cl:37])[Cl:38].[c:39]1([P:40]([c:41]2[cH:42][cH:43][cH:44][cH:45][cH:46]2)[c:47]2[cH:48][cH:49][cH:50][cH:51][cH:52]2)[cH:53][cH:54][cH:55][cH:56][cH:57]1.[c:58]1([P:59]([c:60]2[cH:61][cH:62][cH:63][cH:64][cH:65]2)[c:66]2[cH:67][cH:68][cH:69][cH:70][cH:71]2)[cH:72][cH:73][cH:74][cH:75][cH:76]1>>[c:2]1(-[c:25]2[cH:24][n:23][c:22]([F:21])[cH:27][cH:26]2)[cH:3][cH:4][c:5]([CH2:8][CH2:9][NH:10][c:11]2[n:12][cH:13][n:14][c:15]3[n:16][cH:17][cH:18][n:19][c:20]23)[cH:6][cH:7]1. Starting materials: C(C)(=O)NC1=CC=C(C=C1)S(=O)(=O)NCC1N(CCC1)CC (4-Acetylamino-N-[(1-ethyl-2-pyrrolidinyl)methyl]benzenesulphonamide), Cl (hydrochloric acid). Run in [OH-].[Na+] (sodium hydroxide). Reaction conditions: time 2 hour. Yields the product NC1=CC=C(C=C1)S(=O)(=O)NCC1N(CCC1)CC (4-Amino-N-[(1-ethyl-2-pyrrolidinyl)methyl]benzenesulphonamide). Yield: 86.5%. As a reaction SMILES: C([NH:4][C:5]1[CH:10]=[CH:9][C:8]([S:11]([NH:14][CH2:15][CH:16]2[CH2:20][CH2:19][CH2:18][N:17]2[CH2:21][CH3:22])(=[O:13])=[O:12])=[CH:7][CH:6]=1)(=O)C.Cl>[OH-].[Na+]>[NH2:4][C:5]1[CH:6]=[CH:7][C:8]([S:11]([NH:14][CH2:15][CH:16]2[CH2:20][CH2:19][CH2:18][N:17]2[CH2:21][CH3:22])(=[O:13])=[O:12])=[CH:9][CH:10]=1 |f:2.3|. Procedure: 4-Acetylamino-N-[(1-ethyl-2-pyrrolidinyl)methyl]benzenesulphonamide (6.5 g, 0.02 mole) was dissolved in 50 ml of 2N aqueous sodium hydroxide. The solution was heated to reflux, with stirring, for 11/2 hours. The solution was cooled and the pH was adjusted to about 8 with hydrochloric acid (2N). The mixture was extracted with chloroform (3×50 ml) and the combined extracts were dried (MgSO4) and evaporated under reduced pressure to give a solid (4.9 g). The solid was purified by column chromatogra... The reactants are CC1C(=O)N(c2cc(Cl)c(F)c(Cl)c2)C(C(C)(C)C)N1C(=O)C(F)(F)F, N#Cc1ccc(CBr)cc1, C1CCOC1, C[Si](C)(C)[N-][Si](C)(C)C, CCOC(C)=O, [Cl-], [Li+], [NH4+], O. Yields the product CC(C)(C)C1N(c2cc(Cl)c(F)c(Cl)c2)C(=O)C(C)(Cc2ccc(C#N)cc2)N1C(=O)C(F)(F)F. As a reaction SMILES: [C:1]([CH3:2])([CH3:3])([CH3:4])[CH:5]1[N:6]([C:21]([C:22]([F:23])([F:24])[F:25])=[O:26])[CH:7]([CH3:20])[C:8](=[O:19])[N:9]1[c:10]1[cH:11][c:12]([Cl:18])[c:13]([F:17])[c:14]([Cl:16])[cH:15]1.[C:37](#[N:38])[c:39]1[cH:40][cH:41][c:42]([CH2:43][Br:44])[cH:45][cH:46]1.[CH2:49]1[O:50][CH2:51][CH2:52][CH2:53]1.[CH3:28][Si:29]([N-:30][Si:31]([CH3:32])([CH3:33])[CH3:34])([CH3:35])[CH3:36].[CH3:54][CH2:55][O:56][C:57]([CH3:58])=[O:59].[Cl-:47].[Li+:27].[NH4+:48].[OH2:60]>>[C:1]([CH3:2])([CH3:3])([CH3:4])[CH:5]1[N:6]([C:21]([C:22]([F:23])([F:24])[F:25])=[O:26])[C:7]([CH3:20])([CH2:43][c:42]2[cH:41][cH:40][c:39]([C:37]#[N:38])[cH:46][cH:45]2)[C:8](=[O:19])[N:9]1[c:10]1[cH:11][c:12]([Cl:18])[c:13]([F:17])[c:14]([Cl:16])[cH:15]1. The reactants are C(=O)([O-])[O-].[Na+].[Na+] (Na2CO3), C(C)(C)(C)OC(=O)N1N=CC(=C1)B1OC(C(O1)(C)C)(C)C (4-(4,4,5,5-Tetramethyl-[1,3,2]dioxaborolan-2-yl)-pyrazole-1-carboxylic acid tert-butyl ester), BrC=1C=C(C=NC1)C1=CC(=NC(=C1)NCCC1=CNC2=CC=CC=C12)C1=NC=CC=C1 ((5″-Bromo-[2,2′;4′,3″]terpyridin-6′-yl)-[2-(1H-indol-3-yl)-ethyl]-amine). The reagents and catalysts are [Pd](Cl)Cl.C1(=CC=CC=C1)P(CCCCP(C1=CC=CC=C1)C1=CC=CC=C1)C1=CC=CC=C1 (1,4-bis(diphenylphosphino)butane-palladium(II) chloride). The solvent is CN1CCCC1=O (NMP). Product: N1C=C(C2=CC=CC=C12)CCNC1=CC(=CC(=N1)C1=NC=CC=C1)C=1C=NC=C(C1)C=1C=NNC1 ([2-(1H-Indol-3-yl)-ethyl]-[5″-(1H-pyrazol-4-yl)-[2,2′;4′,3″]terpyridin-6′-yl]-amine). RXN SMILES: C(OC([N:8]1[CH:12]=[C:11](B2OC(C)(C)C(C)(C)O2)[CH:10]=[N:9]1)=O)(C)(C)C.C([O-])([O-])=O.[Na+].[Na+].Br[C:29]1[CH:30]=[C:31]([C:35]2[CH:40]=[C:39]([NH:41][CH2:42][CH2:43][C:44]3[C:52]4[C:47](=[CH:48][CH:49]=[CH:50][CH:51]=4)[NH:46][CH:45]=3)[N:38]=[C:37]([C:53]3[CH:58]=[CH:57][CH:56]=[CH:55][N:54]=3)[CH:36]=2)[CH:32]=[N:33][CH:34]=1>CN1C(=O)CCC1.[Pd](Cl)Cl.C1(P(C2C=CC=CC=2)CCCCP(C2C=CC=CC=2)C2C=CC=CC=2)C=CC=CC=1>[NH:46]1[C:47]2[C:52](=[CH:51][CH:50]=[CH:49][CH:48]=2)[C:44]([CH2:43][CH2:42][NH:41][C:39]2[N:38]=[C:37]([C:53]3[CH:58]=[CH:57][CH:56]=[CH:55][N:54]=3)[CH:36]=[C:35]([C:31]3[CH:32]=[N:33][CH:34]=[C:29]([C:11]4[CH:12]=[N:8][NH:9][CH:10]=4)[CH:30]=3)[CH:40]=2)=[CH:45]1 |f:1.2.3,6.7|. Procedure: 4-(4,4,5,5-Tetramethyl-[1,3,2]dioxaborolan-2-yl)-pyrazole-1-carboxylic acid tert-butyl ester (1.1 eq, 0.12 mmol, 34 mg) is stirred in NMP (1 ml) and 2M Na2CO3 (2 eq, 0.21 mmol, 0.106 ml) for 15 minutes, under an inert atmosphere of argon. (5″-Bromo-[2,2′;4′,3″]terpyridin-6′-yl)-[2-(1H-indol-3-yl)-ethyl]-amine (Example 1.14) (1 eq, 0.11 mmol, 50 mg) and 1,4-bis(diphenylphosphino)butane-palladium(II) chloride (0.2 eq, 0.021 mmol, 12 mg) are added and the reaction mixture is flushed with argon and ... Starting materials: Fc1cccc2c1C(c1ccc(C(F)(F)F)cc1)N(Cc1ccccc1)CC2, CCO, CO. Product: Fc1cccc2c1C(c1ccc(C(F)(F)F)cc1)NCC2. RXN SMILES: [CH2:1]([c:2]1[cH:3][cH:4][cH:5][cH:6][cH:7]1)[N:8]1[CH:9]([c:19]2[cH:20][cH:21][c:22]([C:25]([F:26])([F:27])[F:28])[cH:23][cH:24]2)[c:10]2[c:11]([F:18])[cH:12][cH:13][cH:14][c:15]2[CH2:16][CH2:17]1.[CH3:29][CH2:30][OH:31].[CH3:32][OH:33]>>[NH:8]1[CH:9]([c:19]2[cH:20][cH:21][c:22]([C:25]([F:26])([F:27])[F:28])[cH:23][cH:24]2)[c:10]2[c:11]([F:18])[cH:12][cH:13][cH:14][c:15]2[CH2:16][CH2:17]1. The reactants are CCCCc1nc(Cl)c(C(=O)OC(C)C(=O)OCc2ccccc2)n1Cc1ccc(-c2ccccc2-c2nnn[nH]2)cc1, CCO. Product: CCCCc1nc(Cl)c(C(=O)OC(C)C(=O)O)n1Cc1ccc(-c2ccccc2-c2nnn[nH]2)cc1. Reaction SMILES: [CH2:1]([CH2:2][CH2:3][CH3:4])[c:5]1[n:6]([CH2:26][c:27]2[cH:28][cH:29][c:30](-[c:33]3[c:34](-[c:39]4[n:40][n:41][n:42][nH:43]4)[cH:35][cH:36][cH:37][cH:38]3)[cH:31][cH:32]2)[c:7]([C:11](=[O:12])[O:13][CH:14]([C:15](=[O:16])[O:17][CH2:18][c:19]2[cH:20][cH:21][cH:22][cH:23][cH:24]2)[CH3:25])[c:8]([Cl:10])[n:9]1.[CH3:44][CH2:45][OH:46]>>[CH2:1]([CH2:2][CH2:3][CH3:4])[c:5]1[n:6]([CH2:26][c:27]2[cH:28][cH:29][c:30](-[c:33]3[c:34](-[c:39]4[n:40][n:41][n:42][nH:43]4)[cH:35][cH:36][cH:37][cH:38]3)[cH:31][cH:32]2)[c:7]([C:11](=[O:12])[O:13][CH:14]([C:15](=[O:16])[OH:17])[CH3:25])[c:8]([Cl:10])[n:9]1.